From a dataset of the Open Reaction Database (ORD), a public repository of structured organic reaction records. describe an organic reaction: reactants, conditions, products, and yield Starting materials: 3-(3-pyridyl)-1-propionaldehyde, O1CCCC1 (tetrahydrofuran), [Cl-].[NH4+] (ammonium chloride), C1(CCCCC1)C1=CC=C(C=C1)SC (1-cyclohexyl-4-(methylthio)benzene), N12CCN(CC1)CC2 (1,4-diazabicyclo[2.2.2]octane), O1CCCC1 (tetrahydrofuran), C(CCC)[Li] (n-Butyllithium). Product: C1(CCCCC1)C1=CC=C(C=C1)SCC(CCC=1C=NC=CC1)O ((±)-α-(4-Cyclohexylphenylthiomethyl)-3-pyridinepropanol). RXN SMILES: [CH:1]1([C:7]2[CH:12]=[CH:11][C:10]([S:13][CH3:14])=[CH:9][CH:8]=2)[CH2:6][CH2:5][CH2:4][CH2:3][CH2:2]1.[N:15]12[CH2:22][CH2:21]N([CH2:19][CH2:20]1)CC2.[CH2:23]([Li])CCC.[Cl-].[NH4+].[O:30]1C[CH2:33][CH2:32][CH2:31]1>>[CH:1]1([C:7]2[CH:8]=[CH:9][C:10]([S:13][CH2:14][CH:31]([OH:30])[CH2:32][CH2:33][C:21]3[CH:22]=[N:15][CH:20]=[CH:19][CH:23]=3)=[CH:11][CH:12]=2)[CH2:2][CH2:3][CH2:4][CH2:5][CH2:6]1 |f:3.4|. Procedure details: A stirred solution of 1-cyclohexyl-4-(methylthio)benzene (0.48 g; CA 83:96625v) and 1,4-diazabicyclo[2.2.2]octane (0.267 g) in tetrahydrofuran (40 ml) under nitrogen was cooled to -78° C. under nitrogen. n-Butyllithium (1.6 M in hexanes, 2.1 ml) was added dropwise to this with stirring. After stirring for 1 hour at -10° C. and 1 hour at room temperature the mixture was recooled to -78° C. A solution of 3-(3-pyridyl)-1-propionaldehyde (0.645 g) in tetrahydrofuran (10 ml) was then added. Once addi... Reactants: FC1=CC=C(C=C1)C1CC(C2=CC=CC=C12)(O)C=1N=CN(C1)C(C1=CC=CC=C1)(C1=CC=CC=C1)C1=CC=CC=C1 (3-(4-Fluorophenyl)-1-(1-trityl-1H-imidazol-4-yl)indan-1-ol), Cl (HCl). The solvent is O (Water). Product: FC1=CC=C(C=C1)C1C=C(C2=CC=CC=C12)C=1N=CNC1 (4-[3-(4-Fluorophenyl)-3H-inden-1-yl]-1H-imidazole). Reaction SMILES: [F:1][C:2]1[CH:7]=[CH:6][C:5]([CH:8]2[C:16]3[C:11](=[CH:12][CH:13]=[CH:14][CH:15]=3)[C:10]([C:18]3[N:19]=[CH:20][N:21](C(C4C=CC=CC=4)(C4C=CC=CC=4)C4C=CC=CC=4)[CH:22]=3)(O)[CH2:9]2)=[CH:4][CH:3]=1.Cl>O>[F:1][C:2]1[CH:7]=[CH:6][C:5]([CH:8]2[C:16]3[C:11](=[CH:12][CH:13]=[CH:14][CH:15]=3)[C:10]([C:18]3[N:19]=[CH:20][NH:21][CH:22]=3)=[CH:9]2)=[CH:4][CH:3]=1. Procedure: 3-(4-Fluorophenyl)-1-(1-trityl-1H-imidazol-4-yl)indan-1-ol (2.22 g) in 22 ml of a 2 M HCl solution was heated at 70° C. for 2 hr. Water was added. The mixture was extracted with methylene chloride. Then methylene chloride phase was extracted with 2 M HCl solution. All combined water layers were made basic and extracted with methylene chloride. The organic phase was washed with water and dried. The solvent was removed under reduced pressure. The crude 4-[3-(4-fluorophenyl)-3H-inden-1-yl]-1H-imida... Starting materials: ClC=1C(=C(C=CC1F)C(F)(F)F)F (3-chloro-2,4-difluorobenzotrifluoride), C([O-])([O-])=O.[Na+].[Na+] (sodium carbonate), [H][H] (hydrogen). Reagents/catalysts: catalyst. Solvent: C(C)#N (acetonitrile). The product is FC1=C(C=CC(=C1)F)C(F)(F)F (2,4-difluorobenzotrifluoride). The yield is 66.6%. As a reaction SMILES: Cl[C:2]1[C:3]([F:13])=[C:4]([C:9]([F:12])([F:11])[F:10])[CH:5]=[CH:6][C:7]=1[F:8].C(=O)([O-])[O-].[Na+].[Na+].[H][H]>C(#N)C>[F:13][C:3]1[CH:2]=[C:7]([F:8])[CH:6]=[CH:5][C:4]=1[C:9]([F:12])([F:10])[F:11] |f:1.2.3|. Procedure: 100 g of 3-chloro-2,4-difluorobenzotrifluoride in 500 ml of acetonitrile and 60 g of pulverulent sodium carbonate were initially introduced into a hydrogenation apparatus equipped with a diffuser stone and a stirrer. 10 g of catalyst (5% by weight of metallic palladium on activated charcoal) were then added, and hydrogen was passed in at 80° C. for 10 hours. Subsequently, the batch was cooled and filtered, and the filtrate was distilled via a column packed with perforated rings made of stainless...